Dataset: the Open Reaction Database (ORD), a public repository of structured organic reaction records. Task: describe an organic reaction: reactants, conditions, products, and yield Reactants: CC(=O)Oc1c(C)c(C)c2c(c1C)CCC(C)(C(=O)Cl)O2, CCCCCCN, CCOC(C)=O, CCN(C(C)C)C(C)C, ClCCl, O=C(O)CC(O)(CC(=O)O)C(=O)O. Product: CCCCCCNC(=O)C1(C)CCc2c(C)c(OC(C)=O)c(C)c(C)c2O1. RXN SMILES: [C:1]([CH3:2])(=[O:3])[O:4][c:5]1[c:6]([CH3:21])[c:7]2[c:12]([c:13]([CH3:16])[c:14]1[CH3:15])[O:11][C:10]([CH3:17])([C:18](=[O:19])[Cl:20])[CH2:9][CH2:8]2.[CH2:31]([CH2:32][CH2:33][CH2:34][CH2:35][CH3:36])[NH2:37].[CH3:54][CH2:55][O:56][C:57]([CH3:58])=[O:59].[CH:22]([N:23]([CH:24]([CH3:25])[CH3:26])[CH2:27][CH3:28])([CH3:29])[CH3:30].[Cl:51][CH2:52][Cl:53].[OH:38][C:39]([CH2:40][C:41]([C:42](=[O:43])[OH:44])([CH2:45][C:46](=[O:47])[OH:48])[OH:49])=[O:50]>>[C:1]([CH3:2])(=[O:3])[O:4][c:5]1[c:6]([CH3:21])[c:7]2[c:12]([c:13]([CH3:16])[c:14]1[CH3:15])[O:11][C:10]([CH3:17])([C:18](=[O:19])[NH:37][CH2:31][CH2:32][CH2:33][CH2:34][CH2:35][CH3:36])[CH2:9][CH2:8]2. Starting materials: CCO, Nc1ccc(Cl)cc1, Clc1ncnc2c1CCC2. The product is Clc1ccc(Nc2ncnc3c2CCC3)cc1. As a reaction SMILES: [CH3:19][CH2:20][OH:21].[Cl:11][c:12]1[cH:13][cH:14][c:15]([NH2:16])[cH:17][cH:18]1.[Cl:1][c:2]1[c:3]2[c:4]([n:5][cH:6][n:7]1)[CH2:8][CH2:9][CH2:10]2>>[c:2]1([NH:16][c:15]2[cH:14][cH:13][c:12]([Cl:11])[cH:18][cH:17]2)[c:3]2[c:4]([n:5][cH:6][n:7]1)[CH2:8][CH2:9][CH2:10]2.